describe an organic reaction: reactants, conditions, products, and yield From a dataset of the Open Reaction Database (ORD), a public repository of structured organic reaction records. Starting materials: C(=C)[Si](OCC)(OCC)OCC (vinyltriethoxysilane), SCCC[Si](OC)(OC)OC (gamma-mercaptopropyltrimethoxysilane). Conditions: temperature 150 celsius, time 48 hour. Product: [Si](OCC)(OCC)(OCC)CCSCCC[Si](OC)(OC)OC ((CH3CH2O)3SiCH2CH2SCH2CH2CH2Si(OCH3)3). As a reaction SMILES: [CH:1]([Si:3]([O:10][CH2:11][CH3:12])([O:7][CH2:8][CH3:9])[O:4][CH2:5][CH3:6])=[CH2:2].[SH:13][CH2:14][CH2:15][CH2:16][Si:17]([O:22][CH3:23])([O:20][CH3:21])[O:18][CH3:19]>>[Si:3]([CH2:1][CH2:2][S:13][CH2:14][CH2:15][CH2:16][Si:17]([O:22][CH3:23])([O:18][CH3:19])[O:20][CH3:21])([O:4][CH2:5][CH3:6])([O:10][CH2:11][CH3:12])[O:7][CH2:8][CH3:9]. Procedure: (CH3CH2O)3SiCH2CH2SCH2CH2CH2Si(OCH3)3 was prepared by reacting 2.28 moles of vinyltriethoxysilane and 2.28 moles of gamma-mercaptopropyltrimethoxysilane. The reaction was heated to 150° C. and maintained at that temperature. After 48 hours the reaction was stopped. Starting materials: [H-].C[Si](C)(C)[SiH]([Si](C)(C)C)[Si](C)(C)C (tris-(trimethylsilyl)silane hydride), CC(C)(C#N)N=NC(C)(C)C#N (α,α-azoisobutyronitrile), C(C1=CC=CC=C1)(=O)O[C@H]1[C@@H]([C@H](O[C@H]1COC(C1=CC=CC=C1)=O)N1C2=NC=NC(=C2N=C1)N)O (9-(3,5-Di-O-benzoyl-β-L-xylofuranosyl)adenine), O(C1=CC=CC=C1)C(=S)Cl (phenoxythiocarbonyl chloride). Reagents/catalysts: CN(C1=CC=NC=C1)C (4-(dimethylamino)pyridine). Solvent: O1CCOCC1 (dioxane), C(C)#N (acetonitrile). Conditions: time 2 hour. Product: C(C1=CC=CC=C1)(=O)O[C@H]1C[C@H](O[C@H]1COC(C1=CC=CC=C1)=O)N1C2=NC=NC(=C2N=C1)N (9-(3,5-Di-O-benzoyl-2-deoxy-β-L-threo-pentofuranosyl)adenine). The yield is 95.9%. Reaction SMILES: [C:1]([O:9][C@@H:10]1[C@H:14]([CH2:15][O:16][C:17](=[O:24])[C:18]2[CH:23]=[CH:22][CH:21]=[CH:20][CH:19]=2)[O:13][C@H:12]([N:25]2[CH:33]=[N:32][C:31]3[C:26]2=[N:27][CH:28]=[N:29][C:30]=3[NH2:34])[C@H:11]1O)(=[O:8])[C:2]1[CH:7]=[CH:6][CH:5]=[CH:4][CH:3]=1.O(C(Cl)=S)C1C=CC=CC=1.[H-].C[Si]([SiH]([Si](C)(C)C)[Si](C)(C)C)(C)C.CC(N=NC(C#N)(C)C)(C#N)C>C(#N)C.CN(C)C1C=CN=CC=1.O1CCOCC1>[C:1]([O:9][C@@H:10]1[C@H:14]([CH2:15][O:16][C:17](=[O:24])[C:18]2[CH:23]=[CH:22][CH:21]=[CH:20][CH:19]=2)[O:13][C@H:12]([N:25]2[CH:33]=[N:32][C:31]3[C:26]2=[N:27][CH:28]=[N:29][C:30]=3[NH2:34])[CH2:11]1)(=[O:8])[C:2]1[CH:3]=[CH:4][CH:5]=[CH:6][CH:7]=1 |f:2.3|. Reported procedure: To a solution of compound 3 (1.00 g, 2.11 mmol) in dry acetonitrile (65 mL) were added 4-(dimethylamino)pyridine (0.77 g, 6.32 mmol) and phenoxythiocarbonyl chloride (0.44 mL, 3.16 mmol). The mixture was stirred at room temperature for 2 h. After concentration, the residue was dissolved in dichloromethane (50 mL) and washed successively with water (2×30 mL), aqueous solution of hydrochloric acid 0.5 N (30 mL) and water (3×30 mL). The organic layer was dried, filtered and concentrated to dryness.... The reactants are C(C(C)O)Cl (propylene chlorohydrin), C1(CCC(CC1)CN)CN (1,4-Cyclohexanebis(methylamine)), diamine, C(Cl)C1CO1 (Epichlorohydrin), [OH-].[NH4+] (ammonium hydroxide). The solvent is CO (methyl alcohol), CO (methyl alcohol). Run at temperature 5 celsius, time 2 hour. Product: NCC(CNCC1CCC(CC1)CN)O (N-(3-Amino-2-hydroxypropyl)-1,4-cyclohexanebis(methylamine)). RXN SMILES: [CH:1]1([CH2:9][NH2:10])[CH2:6][CH2:5][CH:4]([CH2:7][NH2:8])[CH2:3][CH2:2]1.[CH2:11]([CH:13]1[O:15][CH2:14]1)Cl.[OH-].[NH4+:17].C(Cl)C(O)C>CO>[NH2:17][CH2:11][CH:13]([OH:15])[CH2:14][NH:8][CH2:7][CH:4]1[CH2:5][CH2:6][CH:1]([CH2:9][NH2:10])[CH2:2][CH2:3]1 |f:2.3|. Reported procedure: 1,4-Cyclohexanebis(methylamine) (14.2 g., 0.1 mole) is dissolved in 50 ml. of anhydrous methyl alcohol and the solution cooled to +5° C. in an ice bath. Epichlorohydrin (9.3 g., 0.1 mole) is added in a 2-minute period and the temperature maintained at +5° C. for 2 hours; reaction is allowed to continue at 10° C-15° C. until thin layer chromatography of an aliquot (silica gel plate with development using a solution of 1 volume concentrated aqueous ammonium hydroxide in 4 volumes of methyl alcohol... The reactants are COC(=O)c1cc2c(C(C)=O)c[nH]c2cc1Cl, [Na+], C1COCCO1, [OH-]. Product: CC(=O)c1c[nH]c2cc(Cl)c(C(=O)O)cc12. RXN SMILES: [C:1]([CH3:2])(=[O:3])[c:4]1[cH:5][nH:6][c:7]2[cH:8][c:9]([Cl:17])[c:10]([C:13](=[O:14])[O:15][CH3:16])[cH:11][c:12]12.[Na+:19].[O:20]1[CH2:21][CH2:22][O:23][CH2:24][CH2:25]1.[OH-:18]>>[C:1]([CH3:2])(=[O:3])[c:4]1[cH:5][nH:6][c:7]2[cH:8][c:9]([Cl:17])[c:10]([C:13](=[O:14])[OH:15])[cH:11][c:12]12. The reactants are COCCOC, O=C1NC(=O)C2(N1)C(=O)N(Cc1ccc(Cl)c(Cl)c1)c1ccccc12, O=C(Cl)OCc1ccccc1, Cl, [Na+], [Na+], O=C([O-])[O-]. The product is O=C1NC(=O)C2(C(=O)N(Cc3ccc(Cl)c(Cl)c3)c3ccccc32)N1C(=O)OCc1ccccc1. RXN SMILES: [CH3:44][O:45][CH2:46][CH2:47][O:48][CH3:49].[Cl:12][c:13]1[cH:14][c:15]([CH2:16][N:17]2[C:18](=[O:32])[C:19]3([NH:20][C:21](=[O:25])[NH:22][C:23]3=[O:24])[c:26]3[cH:27][cH:28][cH:29][cH:30][c:31]32)[cH:33][cH:34][c:35]1[Cl:36].[Cl:1][C:2](=[O:3])[O:4][CH2:5][c:6]1[cH:7][cH:8][cH:9][cH:10][cH:11]1.[ClH:43].[Na+:37].[Na+:38].[O-:39][C:40](=[O:41])[O-:42]>>[C:2](=[O:3])([O:4][CH2:5][c:6]1[cH:7][cH:8][cH:9][cH:10][cH:11]1)[N:20]1[C:19]2([C:18](=[O:32])[N:17]([CH2:16][c:15]3[cH:14][c:13]([Cl:12])[c:35]([Cl:36])[cH:34][cH:33]3)[c:31]3[c:26]2[cH:27][cH:28][cH:29][cH:30]3)[C:23](=[O:24])[NH:22][C:21]1=[O:25]. Starting materials: CC1=NSC=2N=C(NC(C21)=O)CCC (3-methyl-6-propyl-5H-isothiazolo[5,4-d]pyrimidin-4-one), C1=CC=C(C=C1)CBr (BnBr), C(=O)([O-])[O-].[Cs+].[Cs+] (Cs2CO3). The solvent is O1CCOCC1 (dioxane), CCOC(=O)C (EtOAc). Product: C(C1=CC=CC=C1)N1C(=NC2=C(C1=O)C(=NS2)C)CCC (5-benzyl-3-methyl-6-propyl-5H-isothiazolo[5,4-d]pyrimidin-4-one). Yield: 41.0%. Reaction SMILES: [CH3:1][C:2]1[C:10]2[C:9](=[O:11])[NH:8][C:7]([CH2:12][CH2:13][CH3:14])=[N:6][C:5]=2[S:4][N:3]=1.[CH:15]1[CH:20]=[CH:19][C:18]([CH2:21]Br)=[CH:17][CH:16]=1.C([O-])([O-])=O.[Cs+].[Cs+]>O1CCOCC1.CCOC(C)=O>[CH2:21]([N:8]1[C:9](=[O:11])[C:10]2[C:2]([CH3:1])=[N:3][S:4][C:5]=2[N:6]=[C:7]1[CH2:12][CH2:13][CH3:14])[C:18]1[CH:19]=[CH:20][CH:15]=[CH:16][CH:17]=1 |f:2.3.4|. Procedure details: To a solution of 30 (730 mg, 3.5 mmol) in dioxane (10 mL) was added BnBr (830 μl, 7 mmol) and Cs2CO3 (1.6 g, 4.9 mmol). The reaction mixture was stirred at room temperature over night, then diluted with EtOAc, washed with water, dried and purified by silica gel column chromatography to give 31 (430 mg, 42%). 1H-NMR (400 MHz, CDCl3): δ 7.15–7.40 (m, 5H), 5.40 (s, 2H), 2.84 (s, 3H), 2.75 (t, J=7.61 Hz, 2H), 1.80 (m, 2H), 0.99 (t, J=7.38 Hz, 3H). The reactants are COC(=O)c1cc(OCc2c(-c3ccccc3)noc2C)n[nH]1, Cc1ccccc1, C1CN=C2NCCCN2C1, NCCO. Product: Cc1onc(-c2ccccc2)c1COc1cc(C(=O)NCCO)[nH]n1. As a reaction SMILES: [CH3:1][O:2][C:3](=[O:4])[c:5]1[nH:6][n:7][c:8]([O:10][CH2:11][c:12]2[c:13](-[c:18]3[cH:19][cH:20][cH:21][cH:22][cH:23]3)[n:14][o:15][c:16]2[CH3:17])[cH:9]1.[CH3:38][c:39]1[cH:40][cH:41][cH:42][cH:43][cH:44]1.[N:28]12[CH2:29][CH2:30][CH2:31][NH:32][C:33]1=[N:34][CH2:35][CH2:36][CH2:37]2.[NH2:24][CH2:25][CH2:26][OH:27]>>[C:3](=[O:4])([c:5]1[nH:6][n:7][c:8]([O:10][CH2:11][c:12]2[c:13](-[c:18]3[cH:19][cH:20][cH:21][cH:22][cH:23]3)[n:14][o:15][c:16]2[CH3:17])[cH:9]1)[NH:24][CH2:25][CH2:26][OH:27].